From a dataset of the Open Reaction Database (ORD), a public repository of structured organic reaction records. describe an organic reaction: reactants, conditions, products, and yield Yields the product CC(C)(C)OC(=O)N1CCCC(N)(CCO)C1. Reaction SMILES: [C:1]([CH3:2])([CH3:3])([CH3:4])[O:5][C:6](=[O:7])[N:8]1[CH2:9][C:10]([CH2:14][CH2:15][OH:16])([NH:17][C:18]([O:19][CH2:20][c:21]2[cH:22][cH:23][cH:24][cH:25][cH:26]2)=[O:27])[CH2:11][CH2:12][CH2:13]1.[C:30].[CH3:28][OH:29].[Pd:31]>>[C:1]([CH3:2])([CH3:3])([CH3:4])[O:5][C:6](=[O:7])[N:8]1[CH2:9][C:10]([CH2:14][CH2:15][OH:16])([NH2:17])[CH2:11][CH2:12][CH2:13]1. Starting materials: CC(C)(C)OC(=O)N1CCCC(CCO)(NC(=O)OCc2ccccc2)C1, C, CO, [Pd]. Starting materials: O=S(=O)(O)F, FC(F)=C(F)C(F)(F)F, ClI, O. Reaction SMILES: [F:3][S:4](=[O:5])(=[O:6])[OH:7].[F:8][C:9]([C:10](=[C:11]([F:12])[F:13])[F:14])([F:15])[F:16].[I:1][Cl:2].[OH2:17]>>[I:1][C:10]([C:9]([F:8])([F:15])[F:16])([C:11]([O:7][S:4]([F:3])(=[O:5])=[O:6])([F:12])[F:13])[F:14]. The product is O=S(=O)(F)OC(F)(F)C(F)(I)C(F)(F)F.